From a dataset of the Open Reaction Database (ORD), a public repository of structured organic reaction records. describe an organic reaction: reactants, conditions, products, and yield Reactants: c1ccc(CCC2CO2)cc1, O=C(O)C(F)(F)F, Oc1ccc(SC2CCNC2)cc1. Product: Oc1ccc(SC2CCN(CC(O)CCc3ccccc3)C2)cc1. Reaction SMILES: [CH2:21]([CH2:22][c:23]1[cH:24][cH:25][cH:26][cH:27][cH:28]1)[CH:29]1[O:30][CH2:31]1.[F:1][C:2]([F:3])([F:4])[C:5]([OH:6])=[O:7].[NH:8]1[CH2:9][CH:10]([S:13][c:14]2[cH:15][cH:16][c:17]([OH:20])[cH:18][cH:19]2)[CH2:11][CH2:12]1>>[N:8]1([CH2:31][CH:29]([CH2:21][CH2:22][c:23]2[cH:24][cH:25][cH:26][cH:27][cH:28]2)[OH:30])[CH2:9][CH:10]([S:13][c:14]2[cH:15][cH:16][c:17]([OH:20])[cH:18][cH:19]2)[CH2:11][CH2:12]1. Starting materials: [Br-], O=CC(Br)C=O, Cc1ncc(C=O)n1-c1ccc(Cl)cc1C1(c2ccccc2F)SCCS1, [K+]. The product is Cc1ncc(C=O)n1-c1ccc(Cl)cc1C1(c2ccccc2F)SCCCS1. As a reaction SMILES: [Br-:34].[Br:1][CH:2]([CH:3]=[O:4])[CH:5]=[O:6].[Cl:7][c:8]1[cH:9][c:10]([C:22]2([c:27]3[c:28]([F:33])[cH:29][cH:30][cH:31][cH:32]3)[S:23][CH2:24][CH2:25][S:26]2)[c:11](-[n:14]2[c:15]([CH3:21])[n:16][cH:17][c:18]2[CH:19]=[O:20])[cH:12][cH:13]1.[K+:35]>>[CH2:2]1[CH2:25][CH2:24][S:23][C:22]([c:10]2[cH:9][c:8]([Cl:7])[cH:13][cH:12][c:11]2-[n:14]2[c:15]([CH3:21])[n:16][cH:17][c:18]2[CH:19]=[O:20])([c:27]2[c:28]([F:33])[cH:29][cH:30][cH:31][cH:32]2)[S:26]1. The reactants are C(=O)(C(F)(F)F)O (TFA), ClC1=C(C=CC(=C1)S(=O)(=O)C1=CC=CC=C1)NC([C@@H](C)NC(=O)OC(C)(C)C)=O ((R)-N-[2-chloro-4-(phenylsulphonyl)phenyl]-2-(t-butoxycarbonylamino)propanamide). Solvent: C(Cl)Cl (DCM). Reaction conditions: time 3 hour. Product: ClC1=C(C=CC(=C1)S(=O)(=O)C1=CC=CC=C1)NC([C@@H](C)N)=O ((R)-N-[2-Chloro-4-(phenylsulphonyl)phenyl]-2-aminopropanamide). The yield is 96.4%. Reaction SMILES: C(O)(C(F)(F)F)=O.[Cl:8][C:9]1[CH:14]=[C:13]([S:15]([C:18]2[CH:23]=[CH:22][CH:21]=[CH:20][CH:19]=2)(=[O:17])=[O:16])[CH:12]=[CH:11][C:10]=1[NH:24][C:25](=[O:36])[C@H:26]([NH:28]C(OC(C)(C)C)=O)[CH3:27]>C(Cl)Cl>[Cl:8][C:9]1[CH:14]=[C:13]([S:15]([C:18]2[CH:23]=[CH:22][CH:21]=[CH:20][CH:19]=2)(=[O:17])=[O:16])[CH:12]=[CH:11][C:10]=1[NH:24][C:25](=[O:36])[C@H:26]([NH2:28])[CH3:27]. Procedure: TFA (0.5 ml) was added drop wise to a solution of (R)-N-[2-chloro-4-(phenylsulphonyl)phenyl]-2-(t-butoxycarbonylamino)propanamide (Method 2) (0.090 g) in dry DCM (5 ml). The resulting mixture was stirred at room temperature for 3 hours. Volatile material was removed by evaporation. The resulting residue was re-dissolved in DCM (10 ml), and volatile material was removed by evaporation. This was repeated, the resulting residue was dried for 30 minutes on a high vacuum line. The residue was then di... Reactants: CC(=O)O, CC(=O)[O-], CC(=O)CC(C)=O, Cl, Nc1cc(F)ccc1F, [K+], O=N[O-], [Na+], O. Yields the product CC(=O)C(=NNc1cc(F)ccc1F)C(C)=O. Reaction SMILES: [C:28]([OH:29])(=[O:30])[CH3:31].[CH3:16][C:17](=[O:18])[O-:19].[CH3:20][C:21](=[O:22])[CH2:23][C:24]([CH3:25])=[O:26].[ClH:10].[F:1][c:2]1[c:3]([NH2:4])[cH:5][c:6]([F:9])[cH:7][cH:8]1.[K+:15].[N:11]([O-:12])=[O:13].[Na+:14].[OH2:27]>>[F:1][c:2]1[c:3]([NH:4][N:11]=[C:23]([C:21]([CH3:20])=[O:22])[C:24]([CH3:25])=[O:26])[cH:5][c:6]([F:9])[cH:7][cH:8]1. The reactants are S(O)(O)(=O)=O (sulfuric acid), C(#N)C=1C=C(CN)C=CC1 (m-cyanobenzylamine), C1N2CN3CN1CN(C2)C3 (hexamethylenetetramine), O (water). Solvent: C(C)(=O)O (acetic acid). Product: C(#N)C=1C=C(C=O)C=CC1 (m-cyanobenzaldehyde). The yield is 75.3%. Reaction SMILES: [C:1]([C:3]1[CH:4]=[C:5]([CH:8]=[CH:9][CH:10]=1)[CH2:6]N)#[N:2].C1N2CN3CN(C2)CN1C3.O.S(=O)(=O)(O)[OH:23]>C(O)(=O)C>[C:1]([C:3]1[CH:4]=[C:5]([CH:8]=[CH:9][CH:10]=1)[CH:6]=[O:23])#[N:2]. Reported procedure: 7.9 g of m-cyanobenzylamine, 8.4 g of hexamethylenetetramine, 40 ml of water and 40 ml of acetic acid were mixed and reacted at 104° C. for 2 hours while stirring. The reaction solution was cooled to room temperature and thereto 12 g of concentrated sulfuric acid was added. The solvent was concentrated to dry in an evaporator with a water bath at 70° C. The concentration residue was separated by toluene/water and washed with water. The toluene layer obtained was concentrated until crystals were ... Starting materials: Cl.NN=CC1=CC=C(CCC(CC(=O)OCC)(C(=O)OCC)C(=O)OCC)C=C1 (ethyl 4-[4-(aminoiminomethyl)benzyl]-3,3-bisethoxycarbonylbutyrate hydrochloride). Run in Cl (HCl). Conditions: time 8 hour. The product is Cl.NN=CC1=CC=C(CCC(CC(=O)O)(C(=O)OCC)C(=O)OCC)C=C1 (4-[4-(aminoiminomethyl)benzyl]-3,3-bisethoxycarbonylbutyric acid hydrochloride). As a reaction SMILES: [ClH:1].[NH2:2][N:3]=[CH:4][C:5]1[CH:29]=[CH:28][C:8]([CH2:9][CH2:10][C:11]([C:23]([O:25][CH2:26][CH3:27])=[O:24])([C:18]([O:20][CH2:21][CH3:22])=[O:19])[CH2:12][C:13]([O:15]CC)=[O:14])=[CH:7][CH:6]=1>Cl>[ClH:1].[NH2:2][N:3]=[CH:4][C:5]1[CH:6]=[CH:7][C:8]([CH2:9][CH2:10][C:11]([C:23]([O:25][CH2:26][CH3:27])=[O:24])([C:18]([O:20][CH2:21][CH3:22])=[O:19])[CH2:12][C:13]([OH:15])=[O:14])=[CH:28][CH:29]=1 |f:0.1,3.4|. Procedure details: 11.34 g of ethyl 4-[4-(aminoiminomethyl)benzyl]-3,3-bisethoxycarbonylbutyrate hydrochloride are stirred in 250 ml of 6N HCl at 40° C. for 1 h and at 80° C. for 2 h. The mixture is then allowed to stand overnight at room temperature and is concentrated to dryness in vacuo. The residue is taken up in a little water and freeze-dried.